From a dataset of the Open Reaction Database (ORD), a public repository of structured organic reaction records. describe an organic reaction: reactants, conditions, products, and yield Starting materials: Cl.C(CCCCC)NC(=N)C=1OC(=CC1)C1=C(C=CC=C1)[N+](=O)[O-] (N-Hexyl-5-(2-nitrophenyl)-2-furancarboximidamide Hydrochloride). The reagents and catalysts are [Pd] (Pd/C). Solvent: C(C)O (ethanol). Conditions: time 4 hour. The product is Cl.NC1=C(C=CC=C1)C1=CC=C(O1)C(NCCCCCC)=N (5-(2-Aminophenyl)-N-hexyl-2-furancarboximidamide Hydrochloride). Reaction SMILES: [ClH:1].[CH2:2]([NH:8][C:9]([C:11]1[O:12][C:13]([C:16]2[CH:21]=[CH:20][CH:19]=[CH:18][C:17]=2[N+:22]([O-])=O)=[CH:14][CH:15]=1)=[NH:10])[CH2:3][CH2:4][CH2:5][CH2:6][CH3:7]>[Pd].C(O)C>[ClH:1].[NH2:22][C:17]1[CH:18]=[CH:19][CH:20]=[CH:21][C:16]=1[C:13]1[O:12][C:11]([C:9](=[NH:10])[NH:8][CH2:2][CH2:3][CH2:4][CH2:5][CH2:6][CH3:7])=[CH:15][CH:14]=1 |f:0.1,4.5|. Procedure: A mixture of the compound of Example III (17 g, 0.048 mole), ethanol (250 ml), and 5% Pd/C-50% H2O (1.0 g) was subjected to hydrogenation at room temperature for 4 hours, using 6.0 psia H2 (theory: 5.9 psia H2). The catalyst was removed by filtration, the filtrate was diluted with anhydrous ether (1000 ml), and cooled. The product was collected by filtration and air dried; m.p. 148°-150°, yield: 15 g (97%). The reactants are C(C)(C)(C)O (tert-butyl alcohol), OC1=C(C(=O)O)C=C(C=C1)O (2,5-dihydroxybenzoic acid), S(O)(O)(=O)=O (sulfuric acid), ice water, C(C)(C)(C)O (tert-butyl alcohol). Run in CO (methanol). Run at temperature 50 celsius, time 30 minute. Product: C(C=1C(O)=CC=CC1)(=O)O (salicylic acid). The yield is 83.6%. Reaction SMILES: [OH:1][C:2]1[CH:10]=[CH:9][C:8](O)=[CH:7][C:3]=1[C:4]([OH:6])=[O:5].S(=O)(=O)(O)O.C(O)(C)(C)C>CO>[C:4]([OH:6])(=[O:5])[C:3]1[C:2](=[CH:10][CH:9]=[CH:8][CH:7]=1)[OH:1]. Procedure: While 100 g of 2,5-dihydroxybenzoic acid and 1441 g of 80% sulfuric acid were heated to 50° C., these were mixed. 144 g of tert-butyl alcohol was added to the mixed solution, and stirred at 50° C. for 30 minutes. Next, the operation was performed 3 times in which 144 g of tert-butyl alcohol was added to the mixed solution, and stirred at 50° C. for 30 minutes. The reaction solution was cooled to room temperature. The reaction solution was gradually poured into 1.00 kg of ice water, and a precipi... Starting materials: CCN(C)CC, COCCN, CO, O=S(=O)(O)Cl, CC(C)n1c(-c2ccnc(Nc3ccccc3)n2)cnc1C=O, O=S(Cl)Cl. Yields the product COCCNS(=O)(=O)c1ccc(Nc2nccc(-c3cnc(C=O)n3C(C)C)n2)cc1. Reaction SMILES: [CH2:34]([N:35]([CH2:36][CH3:37])[CH3:38])[CH3:39].[CH3:29][O:30][CH2:31][CH2:32][NH2:33].[CH3:44][OH:45].[Cl:1][S:2](=[O:3])(=[O:4])[OH:5].[NH:6]([c:7]1[cH:8][cH:9][cH:10][cH:11][cH:12]1)[c:13]1[n:14][cH:15][cH:16][c:17](-[c:19]2[cH:20][n:21][c:22]([CH:27]=[O:28])[n:23]2[CH:24]([CH3:25])[CH3:26])[n:18]1.[S:40]([Cl:41])([Cl:42])=[O:43]>>[S:2](=[O:3])(=[O:5])([c:10]1[cH:9][cH:8][c:7]([NH:6][c:13]2[n:14][cH:15][cH:16][c:17](-[c:19]3[cH:20][n:21][c:22]([CH:27]=[O:28])[n:23]3[CH:24]([CH3:25])[CH3:26])[n:18]2)[cH:12][cH:11]1)[NH:33][CH2:32][CH2:31][O:30][CH3:29].